Dataset: the Open Reaction Database (ORD), a public repository of structured organic reaction records. Task: describe an organic reaction: reactants, conditions, products, and yield As a reaction SMILES: [CH3:35][CH2:36][OH:37].[Cl:1][c:2]1[n:3][cH:4][c:5]([CH2:12][CH2:13][c:14]2[cH:15][n:16][cH:17][cH:18][cH:19]2)[c:6]2[cH:7][cH:8][cH:9][cH:10][c:11]12.[Cl:20][c:21]1[cH:22][cH:23][c:24]([NH2:25])[cH:26][cH:27]1.[ClH:28].[O:29]1[CH2:30][CH2:31][O:32][CH2:33][CH2:34]1>>[c:2]1([NH:25][c:24]2[cH:23][cH:22][c:21]([Cl:20])[cH:27][cH:26]2)[n:3][cH:4][c:5]([CH2:12][CH2:13][c:14]2[cH:15][n:16][cH:17][cH:18][cH:19]2)[c:6]2[cH:7][cH:8][cH:9][cH:10][c:11]12. Yields the product Clc1ccc(Nc2ncc(CCc3cccnc3)c3ccccc23)cc1. Reactants: CCO, Clc1ncc(CCc2cccnc2)c2ccccc12, Nc1ccc(Cl)cc1, Cl, C1COCCO1. Yields the product NS(=O)(=O)C=1C(=CC(=C(C(=O)OCCCC(=O)Cl)C1)NCC=1OC=CC1)Cl (4-(5-(aminosulfonyl)-4-chloro-2-[(2-furanylmethyl)amino]benzoyloxy)butanoyl chloride). Reaction SMILES: [C:1](Cl)(=O)[C:2]([Cl:4])=[O:3].[NH2:7][S:8]([C:11]1[C:12]([Cl:35])=[CH:13][C:14]([NH:28][CH2:29][C:30]2[O:31][CH:32]=[CH:33][CH:34]=2)=[C:15]([CH:27]=1)[C:16]([O:18][CH2:19][CH2:20]CC(OCC)=O)=[O:17])(=[O:10])=[O:9]>ClCCl>[NH2:7][S:8]([C:11]1[C:12]([Cl:35])=[CH:13][C:14]([NH:28][CH2:29][C:30]2[O:31][CH:32]=[CH:33][CH:34]=2)=[C:15]([CH:27]=1)[C:16]([O:18][CH2:19][CH2:20][CH2:1][C:2]([Cl:4])=[O:3])=[O:17])(=[O:9])=[O:10]. Reactants: C(C(=O)Cl)(=O)Cl (oxalyl chloride), NS(=O)(=O)C=1C(=CC(=C(C(=O)OCCCC(=O)OCC)C1)NCC=1OC=CC1)Cl (ethyl 4-(5-(aminosulfonyl)-4-chloro-2-[(2-furanylmethyl)amino]benzoyloxy)butanoate). The solvent is ClCCl (dichloromethane), ClCCl (dichloromethane). Reported procedure: A solution of oxalyl chloride (0.040 mole) in dichloromethane (20 mL) is added dropwise to an ice bath cooled solution of 4-(5-(aminosulfonyl)-4-chloro-2-[(2-furanylmethyl)amino]benzoyloxy)butanoic acid (300) (0.040 mole) in dichloromethane (50 mL). The reaction is stirred at ambient temperature for 5 hours. The reaction solution is washed with 5% aqueous sodium bicarbonate, with water, and then with a saturated sodium chloride solution. The organic layer is dried over sodium sulfate, filtered a... Run at time 5 hour. Reactants: C1COCCO1, CO, COc1nc2c(N)nc(NCCC3CC3)nc2n1CC1CCCOC1, Cl, [Na+], [OH-]. The product is Nc1nc(NCCC2CC2)nc2c1[nH]c(=O)n2CC1CCCOC1. Reaction SMILES: [CH2:31]1[O:32][CH2:33][CH2:34][O:35][CH2:36]1.[CH3:29][OH:30].[CH:1]1([CH2:4][CH2:5][NH:6][c:7]2[n:8][c:9]([NH2:25])[c:10]3[n:11][c:12]([O:23][CH3:24])[n:13]([CH2:16][CH:17]4[CH2:18][O:19][CH2:20][CH2:21][CH2:22]4)[c:14]3[n:15]2)[CH2:2][CH2:3]1.[ClH:26].[Na+:28].[OH-:27]>>[CH:1]1([CH2:4][CH2:5][NH:6][c:7]2[n:8][c:9]([NH2:25])[c:10]3[nH:11][c:12](=[O:23])[n:13]([CH2:16][CH:17]4[CH2:18][O:19][CH2:20][CH2:21][CH2:22]4)[c:14]3[n:15]2)[CH2:2][CH2:3]1. Starting materials: [Ag+], O=C1CCC(=O)N1Br, CC(C)=O, C#Cc1cn(-c2c(Cl)cc(C(F)(F)F)cc2Cl)nc1C, O=[N+]([O-])[O-]. Product: Cc1nn(-c2c(Cl)cc(C(F)(F)F)cc2Cl)cc1C#CBr. Reaction SMILES: [Ag+:37].[Br:21][N:22]1[C:23](=[O:24])[CH2:25][CH2:26][C:27]1=[O:28].[CH3:29][C:30](=[O:31])[CH3:32].[Cl:1][c:2]1[c:3](-[n:13]2[n:14][c:15]([CH3:20])[c:16]([C:18]#[CH:19])[cH:17]2)[c:4]([Cl:12])[cH:5][c:6]([C:8]([F:9])([F:10])[F:11])[cH:7]1.[N+:33]([O-:34])([O-:35])=[O:36]>>[Cl:1][c:2]1[c:3](-[n:13]2[n:14][c:15]([CH3:20])[c:16]([C:18]#[C:19][Br:21])[cH:17]2)[c:4]([Cl:12])[cH:5][c:6]([C:8]([F:9])([F:10])[F:11])[cH:7]1. The reactants are Cl.C(#N)C1=CC=C(CN)C=C1 (4-cyanobenzylamine hydrochloride), C(C)(C)N(CC)C(C)C (diisopropylethylamine), N1([C@H](C(=O)ON2C(=O)CCC2=O)CCC1)C(=O)OC(C)(C)C (Boc-Pro-OSu). Run in C(Cl)Cl (methylene chloride). Conditions: time 48 hour. Yields the product C(#N)C1=CC=C(CNC([C@H]2N(CCC2)C(=O)OC(C)(C)C)=O)C=C1 (Boc-Proline (p-cyanobenzyl)amide). Isolated yield 90.0%. Reaction SMILES: [N:1]1([C:16]([O:18][C:19]([CH3:22])([CH3:21])[CH3:20])=[O:17])[CH2:15][CH2:14][CH2:13][C@H:2]1[C:3]([O:5]N1C(=O)CCC1=O)=O.Cl.[C:24]([C:26]1[CH:33]=[CH:32][C:29]([CH2:30][NH2:31])=[CH:28][CH:27]=1)#[N:25].C(N(C(C)C)CC)(C)C>C(Cl)Cl>[C:24]([C:26]1[CH:33]=[CH:32][C:29]([CH2:30][NH:31][C:3](=[O:5])[C@@H:2]2[CH2:13][CH2:14][CH2:15][N:1]2[C:16]([O:18][C:19]([CH3:20])([CH3:21])[CH3:22])=[O:17])=[CH:28][CH:27]=1)#[N:25] |f:1.2|. Reported procedure: 276 g of Boc-Pro-OSu (0.88 mol) were introduced into 2 l of methylene chloride at 0° C. To this solution were added successively 163.9 g of 4-cyanobenzylamine hydrochloride (0.97 mol) and 230 ml of diisopropylethylamine (1.34 mol). The suspension was stirred in a melting ice bath for 48 h and then filtered. The filtrate was extracted with 20% strength NaHSO4 solution (4×), saturated NaHCO3 solution (3×) and saturated sodium chloride solution (2×), dried and evaporated in a rotary evaporator. Rec...